This data is from the Open Reaction Database (ORD), a public repository of structured organic reaction records. The task is: describe an organic reaction: reactants, conditions, products, and yield The reactants are C1CCOC1, CO, Cn1ncc(Cl)c1-c1ccc(C(=O)NC(Cc2ccccc2C(F)(F)F)CN2C(=O)c3ccccc3C2=O)cc1F, NN. The product is Cn1ncc(Cl)c1-c1ccc(C(=O)NC(CN)Cc2ccccc2C(F)(F)F)cc1F. Reaction SMILES: [CH2:46]1[O:47][CH2:48][CH2:49][CH2:50]1.[CH3:44][OH:45].[Cl:1][c:2]1[cH:3][n:4][n:5]([CH3:41])[c:6]1-[c:7]1[c:8]([F:40])[cH:9][c:10]([C:11](=[O:12])[NH:13][CH:14]([CH2:15][N:16]2[C:17](=[O:18])[c:19]3[c:20]([cH:21][cH:22][cH:23][cH:24]3)[C:25]2=[O:26])[CH2:27][c:28]2[c:29]([C:34]([F:35])([F:36])[F:37])[cH:30][cH:31][cH:32][cH:33]2)[cH:38][cH:39]1.[NH2:42][NH2:43]>>[Cl:1][c:2]1[cH:3][n:4][n:5]([CH3:41])[c:6]1-[c:7]1[c:8]([F:40])[cH:9][c:10]([C:11](=[O:12])[NH:13][CH:14]([CH2:15][NH2:16])[CH2:27][c:28]2[c:29]([C:34]([F:35])([F:36])[F:37])[cH:30][cH:31][cH:32][cH:33]2)[cH:38][cH:39]1. The reactants are OC1C(OC(C1O)N1C=2N=C(NC(C2N=C1)=O)NC(C(C)C)=O)C=CP(O)(O)=O ({2-[3,4-Dihydroxy-5-(2-isobutyrylamino-6-oxo-1,6-dihydro-purin-9-yl)-tetrahydro-furan-2-yl]-vinyl}-phosphonic acid). Solvent: [NH4+].[OH-] (NH4OH). Product: NC=1NC(C=2N=CN(C2N1)C1C(C(C(O1)C=CP(O)(O)=O)O)O)=O ({2-[5-(2-Amino-6-oxo-1,6-dihydro-purin-9-yl)-3,4-dihydroxy-tetrahydro-furan-2-yl]-vinyl}-phosphonic acid). Isolated yield 53.8%. RXN SMILES: [OH:1][CH:2]1[CH:6]([OH:7])[CH:5]([N:8]2[CH:16]=[N:15][C:14]3[C:13](=[O:17])[NH:12][C:11]([NH:18]C(=O)C(C)C)=[N:10][C:9]2=3)[O:4][CH:3]1[CH:24]=[CH:25][P:26](=[O:29])([OH:28])[OH:27]>[NH4+].[OH-]>[NH2:18][C:11]1[NH:12][C:13](=[O:17])[C:14]2[N:15]=[CH:16][N:8]([CH:5]3[O:4][CH:3]([CH:24]=[CH:25][P:26](=[O:27])([OH:29])[OH:28])[CH:2]([OH:1])[CH:6]3[OH:7])[C:9]=2[N:10]=1 |f:1.2|. Procedure details: Compound 18.8 (180 mg, 54% yield) was synthesized from compound 18.5 (400 mg, 0.932 mmol) by treating 18.5 with concentrated NH4OH (10 ml) at 45° C. for 30 min. 1H NMR (D2O, 300 MHz) 7.98 (s, 1H), 6.41 (m, 1H), 5.95 (m, 1H), 5.75 (d, J=5.4 Hz, 1H), 4.63 (m, 1H), 4.49 (m, 1H), 4.19 (t, J=4.5 Hz, 1H), 31P NMR (D2O, 121.4 MHz) 9.7; MS (ESI) m/z 360 [M+H]+ Reactants: C(#N)N=C1NCCN1 (2-cyanoimino-imidazolidine), C(CC)(=O)Cl (propionyl chloride), [H][H] (hydrogen), Cl (hydrochloric acid), oil, [H-].[Na+] (sodium hydride), ice water. Solvent: CN(C=O)C (dimethyl formamide), ClCCl (dichloromethane). Yields the product C(#N)N=C1N(CCN1)C(CC)=O (2-cyanoimino-1-propionyl-imidazolidine). Yield: 42.2%. RXN SMILES: [C:1]([N:3]=[C:4]1[NH:8][CH2:7][CH2:6][NH:5]1)#[N:2].[H-].[Na+].[H][H].[C:13](Cl)(=[O:16])[CH2:14][CH3:15].Cl>CN(C)C=O.ClCCl>[C:1]([N:3]=[C:4]1[NH:8][CH2:7][CH2:6][N:5]1[C:13](=[O:16])[CH2:14][CH3:15])#[N:2] |f:1.2|. Reported procedure: 2.2 g of 2-cyanoimino-imidazolidine is dissolved in 20 ml of dry dimethyl formamide. To this solution were portionwise added 1.7 g of 60% oil dispersed sodium hydride at a temperature of at most 0° C. The reaction mixture was stirred at 0° C. until the evolution of hydrogen had ceased. To the reaction mixture were dropwise added 1.9 g of propionyl chloride while the reaction mixture was kept at a temperature lower than 0° C. After this addition, the reaction mixture was stirred at room temperatu... Starting materials: CCCCCOC(=O)c1ccc(OC)c(OCCCCC)c1, CO, [Na+], [OH-]. Yields the product CCCCCOc1cc(C(=O)O)ccc1OC. As a reaction SMILES: [CH3:1][O:2][c:3]1[c:4]([O:17][CH2:18][CH2:19][CH2:20][CH2:21][CH3:22])[cH:5][c:6]([C:7](=[O:8])[O:9][CH2:10][CH2:11][CH2:12][CH2:13][CH3:14])[cH:15][cH:16]1.[CH3:25][OH:26].[Na+:24].[OH-:23]>>[CH3:1][O:2][c:3]1[c:4]([O:17][CH2:18][CH2:19][CH2:20][CH2:21][CH3:22])[cH:5][c:6]([C:7](=[O:8])[OH:9])[cH:15][cH:16]1. Run in C(Cl)(Cl)Cl (chloroform). Procedure: A solution of 5.54 g (0.019 mole) of 4-(diphenylmethyl)-1-piperidinecarbothioaldehyde in 20 ml of chloroform was treated with 2.65 g (1.16 ml, 0.019 mole) of methyl iodide and refluxed for one hour. The resulting solution was treated with 3.49 g (0.019 mole) of n-dodecylamine, refluxed one and one half hours, cooled, treated with aqueous sodium hydroxide and the organic layer separated. After drying, evaporation yielded an oil which was converted to the fumarate to yield 4-(diphenylmethyl)-1-N-(... Starting materials: [OH-].[Na+] (sodium hydroxide), C(\C=C\C(=O)[O-])(=O)[O-] (fumarate), C1(=CC=CC=C1)C(C1CCN(CC1)C=S)C1=CC=CC=C1 (4-(diphenylmethyl)-1-piperidinecarbothioaldehyde), CI (methyl iodide), C(CCCCCCCCCCC)N (n-dodecylamine). The product is C(\C=C\C(=O)O)(=O)O.C1(=CC=CC=C1)C(C1CCN(CC1)C=NCCCCCCCCCCCC)C1=CC=CC=C1 (4-(diphenylmethyl)-1-N-(n-dodecyliminomethyl)piperidine fumarate). Reaction SMILES: [C:1]1([CH:7]([C:16]2[CH:21]=[CH:20][CH:19]=[CH:18][CH:17]=2)[CH:8]2[CH2:13][CH2:12][N:11]([CH:14]=S)[CH2:10][CH2:9]2)[CH:6]=[CH:5][CH:4]=[CH:3][CH:2]=1.CI.[CH2:24]([NH2:36])[CH2:25][CH2:26][CH2:27][CH2:28][CH2:29][CH2:30][CH2:31][CH2:32][CH2:33][CH2:34][CH3:35].[OH-].[Na+].[C:39]([O-:46])(=[O:45])/[CH:40]=[CH:41]/[C:42]([O-:44])=[O:43]>C(Cl)(Cl)Cl>[C:39]([OH:46])(=[O:45])/[CH:40]=[CH:41]/[C:42]([OH:44])=[O:43].[C:1]1([CH:7]([C:16]2[CH:21]=[CH:20][CH:19]=[CH:18][CH:17]=2)[CH:8]2[CH2:13][CH2:12][N:11]([CH:14]=[N:36][CH2:24][CH2:25][CH2:26][CH2:27][CH2:28][CH2:29][CH2:30][CH2:31][CH2:32][CH2:33][CH2:34][CH3:35])[CH2:10][CH2:9]2)[CH:6]=[CH:5][CH:4]=[CH:3][CH:2]=1 |f:3.4,7.8|. Solvent: C(C)OCC (diethyl ether). Procedure: To a solution of tert-butyl 4-(4-(benzyloxy)phenyl)-3-hydroxypiperidine-1-carboxylate (100 mg, 0.26 mmol) in 10 mL diethyl ether was added 4 M HCl in dioxane (1.3 mL, 5.2 mmol) and the resulting mixture was stirred at rt overnight. The solvent was evaporated off and the residue triturated with ether. Yield 80 mg (88%), LCMS (Method J) RT 0.73 min (92% AP), m/z 284.2 (MH+), 1H NMR (300 MHz, DMSO-d6) δ ppm 7.30-7.45 (m, 5H), 7.27 (d, J=8.4, 2H), 6.97 (d, J=8.7, 2H), 5.09 (s, 2H), 4.09 (s, 1H), 3.4... Starting materials: C(C1=CC=CC=C1)OC1=CC=C(C=C1)C1C(CN(CC1)C(=O)OC(C)(C)C)O (tert-butyl 4-(4-(benzyloxy)phenyl)-3-hydroxypiperidine-1-carboxylate), Cl (HCl), O1CCOCC1 (dioxane). Reaction SMILES: [CH2:1]([O:8][C:9]1[CH:14]=[CH:13][C:12]([CH:15]2[CH2:20][CH2:19][N:18](C(OC(C)(C)C)=O)[CH2:17][CH:16]2[OH:28])=[CH:11][CH:10]=1)[C:2]1[CH:7]=[CH:6][CH:5]=[CH:4][CH:3]=1.[ClH:29].O1CCOCC1>C(OCC)C>[ClH:29].[CH2:1]([O:8][C:9]1[CH:14]=[CH:13][C:12]([C@H:15]2[CH2:20][CH2:19][NH:18][CH2:17][C@H:16]2[OH:28])=[CH:11][CH:10]=1)[C:2]1[CH:3]=[CH:4][CH:5]=[CH:6][CH:7]=1 |f:4.5|. Conditions: time 8 hour. Product: Cl.C(C1=CC=CC=C1)OC1=CC=C(C=C1)[C@@H]1[C@@H](CNCC1)O ((±)-rel-(3S,4R)-4-(4-(benzyloxy)phenyl)piperidin-3-ol, hydrochloride).